Dataset: the Open Reaction Database (ORD), a public repository of structured organic reaction records. Task: describe an organic reaction: reactants, conditions, products, and yield The reactants are CC(=O)OC(C)=O, O=C1C=CC(=O)c2c1c(Cl)c1cccc(O)c1c2O, C1CCOC1, O, c1ccncc1. The product is CC(=O)Oc1cccc2c(Cl)c3c(c(O)c12)C(=O)C=CC3=O. As a reaction SMILES: [CH3:20][C:21](=[O:22])[O:23][C:24](=[O:25])[CH3:26].[Cl:1][c:2]1[c:3]2[c:8]([c:9]([OH:17])[c:10]3[c:11]([OH:16])[cH:12][cH:13][cH:14][c:15]13)[C:7](=[O:18])[CH:6]=[CH:5][C:4]2=[O:19].[O:34]1[CH2:35][CH2:36][CH2:37][CH2:38]1.[OH2:33].[cH:27]1[cH:28][cH:29][n:30][cH:31][cH:32]1>>[Cl:1][c:2]1[c:3]2[c:8]([c:9]([OH:17])[c:10]3[c:11]([O:16][C:21]([CH3:20])=[O:22])[cH:12][cH:13][cH:14][c:15]13)[C:7](=[O:18])[CH:6]=[CH:5][C:4]2=[O:19].